describe an organic reaction: reactants, conditions, products, and yield From a dataset of the Open Reaction Database (ORD), a public repository of structured organic reaction records. Reactants: CN(C(CC1N(C(CN(C1)C(=O)OCC1=CC=CC=C1)=O)CC1=CC=C(C=C1)F)=O)C (N,N-dimethyl [1-(4-fluorobenzyl)-4-(benzyloxycarbonyl)-6-oxo-piperazin-2-yl]acetamide). The reagents and catalysts are [Pd] (palladium on carbon). Solvent: C(C)O (ethanol). Run at time 8 hour. The product is CN(C(CC1N(C(CNC1)=O)CC1=CC=C(C=C1)F)=O)C (N,N-dimethyl [1-(4-fluorobenzyl)-6-oxo-piperazin-2-yl]acetamide). Reaction SMILES: [CH3:1][N:2]([CH3:31])[C:3](=[O:30])[CH2:4][CH:5]1[CH2:10][N:9](C(OCC2C=CC=CC=2)=O)[CH2:8][C:7](=[O:21])[N:6]1[CH2:22][C:23]1[CH:28]=[CH:27][C:26]([F:29])=[CH:25][CH:24]=1>[Pd].C(O)C>[CH3:31][N:2]([CH3:1])[C:3](=[O:30])[CH2:4][CH:5]1[CH2:10][NH:9][CH2:8][C:7](=[O:21])[N:6]1[CH2:22][C:23]1[CH:28]=[CH:27][C:26]([F:29])=[CH:25][CH:24]=1. Procedure: A suspension of N,N-dimethyl [1-(4-fluorobenzyl)-4-(benzyloxycarbonyl)-6-oxo-piperazin-2-yl]acetamide (0.5 g, 1.17 mmol) and 10% palladium on carbon (120 mg; 0.11 mmol) in ethanol (25 mL) was stirred under an atmosphere of hydrogen (1 atm) at room temperature overnight. The reaction mixture was filtered through a pad of Celite, and concentrated under vacuum to provide the title compound. 1H NMR (400 MHz, CDCl3) δ 7.24-7.28 (m, 2H), 7.01 (t, J=8.6 Hz, 2H), 5.06 (d, J=14.8 Hz, 1H), 4.06 (d, J=14.8... The reactants are Cl[Si](C)(C)C (Chlorotrimethylsilane), NC=1C=C(C=NC1Cl)C1=C(N=C(S1)NC(C)=O)C (N-[5-(5-amino-6-chloropyridin-3-yl)-4-methyl-1,3-thiazol-2-yl]acetamide), C(C1=CC=CC=C1)=O (benzaldehyde), C(#N)[BH3-].[Na+] (sodium cyanoborohydride). Solvent: CN1CCCC1=O (NMP), C(C)(=O)O (acetic acid). Run at time 8 hour. Product: C(C1=CC=CC=C1)NC=1C=C(C=NC1Cl)C1=C(N=C(S1)NC(C)=O)C (N-{5-[5-(Benzylamino)-6-chloropyridin-3-yl]-4-methyl-1,3-thiazol-2-yl}acetamide). Yield: 46.3%. As a reaction SMILES: [NH2:1][C:2]1[CH:3]=[C:4]([C:9]2[S:13][C:12]([NH:14][C:15](=[O:17])[CH3:16])=[N:11][C:10]=2[CH3:18])[CH:5]=[N:6][C:7]=1[Cl:8].[CH:19](=O)[C:20]1[CH:25]=[CH:24][CH:23]=[CH:22][CH:21]=1.C([BH3-])#N.[Na+].Cl[Si](C)(C)C>CN1C(=O)CCC1.C(O)(=O)C>[CH2:19]([NH:1][C:2]1[CH:3]=[C:4]([C:9]2[S:13][C:12]([NH:14][C:15](=[O:17])[CH3:16])=[N:11][C:10]=2[CH3:18])[CH:5]=[N:6][C:7]=1[Cl:8])[C:20]1[CH:25]=[CH:24][CH:23]=[CH:22][CH:21]=1 |f:2.3|. Procedure: N-[5-(5-amino-6-chloropyridin-3-yl)-4-methyl-1,3-thiazol-2-yl]acetamide (30 mg, 0.11 mmol), benzaldehyde (0.016 mL, 0.16 mmol) and sodium cyanoborohydride (13 mg, 0.21 mmol) were mixed in NMP (0.9 mL) and acetic acid (0.1 mL). Chlorotrimethylsilane (0.04 mL, 0.32 mmol) was added and the mixture was stirred overnight. The reaction product was purified by preparative HPLC (Method A) to give the title product (retention time 9.73 minutes; 19 mg); 1H NMR Spectrum: (DMSOd6) 12.13 (1H, s); 7.60 (1H, d... The reactants are FC1=CC=C(C=C1)N1C(C(=CC=C1C)C#N)=O (1-(4-Fluorophenyl)-6-methyl-2-oxo-1,2-dihydropyridine-3-carbonitrile), S(O)(O)(=O)=O (sulfuric acid), [OH-].[Na+] (sodium hydroxide). Run in O (water). Conditions: temperature 120 celsius. Product: FC1=CC=C(C=C1)N1C(C(=CC=C1C)C(=O)O)=O (1-(4-fluorophenyl)-6-methyl-2-oxo-1,2-dihydropyridine-3-carboxylic acid). The yield is 74.0%. As a reaction SMILES: [F:1][C:2]1[CH:7]=[CH:6][C:5]([N:8]2[C:13]([CH3:14])=[CH:12][CH:11]=[C:10]([C:15]#N)[C:9]2=[O:17])=[CH:4][CH:3]=1.[OH-:18].[Na+].S(=O)(=O)(O)[OH:21]>O>[F:1][C:2]1[CH:7]=[CH:6][C:5]([N:8]2[C:13]([CH3:14])=[CH:12][CH:11]=[C:10]([C:15]([OH:21])=[O:18])[C:9]2=[O:17])=[CH:4][CH:3]=1 |f:1.2|. Reported procedure: 1-(4-Fluorophenyl)-6-methyl-2-oxo-1,2-dihydropyridine-3-carbonitrile (3 g, 13.1 mmol) was dissolved in conc. sulfuric acid (6.0 mL) and water (6.0 mL), and the mixture was stirred with heating at 120° C. for 20 hr. 8N Aqueous sodium hydroxide solution was added to the reaction solution, and the mixture was washed with ethyl acetate. 2N hydrochloric acid was added to the aqueous layer, and the mixture was extracted twice with ethyl acetate. The combined organic layer was washed with saturated bri...